From a dataset of the Open Reaction Database (ORD), a public repository of structured organic reaction records. describe an organic reaction: reactants, conditions, products, and yield Reactants: O=C(CC(=O)OC)CCC1=CC=CC=C1 (methyl 3-oxo-5-phenylpentanoate), ClC1=C(C=O)C(=CC=C1)Cl (2,6-dichlorobenzaldehyde), C(C)(=O)O (acetic acid), N1CCCCC1 (piperidine). The solvent is C1=CC=CC=C1 (benzene), O (water). Product: ClC1=C(C(=CC=C1)Cl)C=C(C(=O)OC)C(CCC1=CC=CC=C1)=O (Methyl 2-(2,6-dichlorophenylmethylidene)-3-oxo-5-phenylpentanoate). Reaction SMILES: [O:1]=[C:2]([CH2:8][CH2:9][C:10]1[CH:15]=[CH:14][CH:13]=[CH:12][CH:11]=1)[CH2:3][C:4]([O:6][CH3:7])=[O:5].[Cl:16][C:17]1[CH:24]=[CH:23][CH:22]=[C:21]([Cl:25])[C:18]=1[CH:19]=O.C(O)(=O)C.N1CCCCC1>C1C=CC=CC=1.O>[Cl:16][C:17]1[CH:24]=[CH:23][CH:22]=[C:21]([Cl:25])[C:18]=1[CH:19]=[C:3]([C:2](=[O:1])[CH2:8][CH2:9][C:10]1[CH:11]=[CH:12][CH:13]=[CH:14][CH:15]=1)[C:4]([O:6][CH3:7])=[O:5]. Reported procedure: A mixture of methyl 3-oxo-5-phenylpentanoate (10 g, 48.5 mmol), 2,6-dichlorobenzaldehyde (8.486 g, 48.5 mmol), acetic acid (0.56 ml, 9.7 mmol), and piperidine (0.24 ml, 2.42 mmol) in benzene (100 ml) was refluxed with azeotropic removal of water for 3 h. After cooled down, the reaction mixture was wash with water, NaHCO3 aqueous solution, and brine, and dried over Na2SO4. Evaporation of the solvent afforded crude viscous oil, which was used for next reaction without purification. 1H NMR data ind... Reactants: C(C)(C)(C)OC(=O)N1CC(C(CC1)=O)C(F)(F)F ((±)-4-oxo-3-(trifluoromethyl)piperidine-1-carboxylic acid tert-butyl ester), C[C@H](C1=CC=CC=C1)N ((R)-(+)-α-methylbenzylamine), C1(=CC=C(C=C1)S(=O)(=O)O)C (p-toluenesulfonic acid), [BH4-].[Na+] (NaBH4). The solvent is C1(=CC=CC=C1)C (toluene). Conditions: time 12 hour. Product: C(C)(C)(C)OC(=O)N1C[C@H]([C@H](CC1)N[C@H](C)C1=CC=CC=C1)C(F)(F)F ((3R,4S)-4-((R)-1-phenylethylamino)-3-(trifluoromethyl)piperidine-1-carboxylic Acid tert-Butyl Ester). RXN SMILES: [C:1]([O:5][C:6]([N:8]1[CH2:13][CH2:12][C:11](=O)[CH:10]([C:15]([F:18])([F:17])[F:16])[CH2:9]1)=[O:7])([CH3:4])([CH3:3])[CH3:2].[CH3:19][C@@H:20]([NH2:27])[C:21]1[CH:26]=[CH:25][CH:24]=[CH:23][CH:22]=1.C1(C)C=CC(S(O)(=O)=O)=CC=1.[BH4-].[Na+]>C1(C)C=CC=CC=1>[C:1]([O:5][C:6]([N:8]1[CH2:13][CH2:12][C@H:11]([NH:27][C@@H:20]([C:21]2[CH:26]=[CH:25][CH:24]=[CH:23][CH:22]=2)[CH3:19])[C@H:10]([C:15]([F:18])([F:17])[F:16])[CH2:9]1)=[O:7])([CH3:4])([CH3:3])[CH3:2] |f:3.4|. Procedure: To a solution of (±)-4-oxo-3-(trifluoromethyl)piperidine-1-carboxylic acid tert-butyl ester (2b) (1 equiv.) in toluene is added (R)-(+)-α-methylbenzylamine (1 equiv.) and catalytic amount of p-toluenesulfonic acid. The solution is heated to reflux under a Dean-Stark apparatus. After 12 hr, the reaction is cooled to RT, washed with 10% aqueous NaHCO3, dried over Na2SO4, and concentrated in vacuo. The residue is dissolved in EtOH and NaBH4 (1 equiv.) is added. After 12 h, the reaction is concentra... The reactants are BrC1CCC1, O=C([O-])[O-], CCOC(C)=O, CN(C)C=O, [Cs+], [Cs+], O, CCCc1nc(C)n(-c2ccc(O)cc2)c(=O)c1Cc1ccc(-c2ccccc2C#N)cc1. The product is CCCc1nc(C)n(-c2ccc(OC3CCC3)cc2)c(=O)c1Cc1ccc(-c2ccccc2C#N)cc1. Reaction SMILES: [Br:34][CH:35]1[CH2:36][CH2:37][CH2:38]1.[C:39](=[O:40])([O-:41])[O-:42].[CH3:45][CH2:46][O:47][C:48](=[O:49])[CH3:50].[CH3:51][N:52]([CH3:53])[CH:54]=[O:55].[Cs+:43].[Cs+:44].[OH2:56].[OH:1][c:2]1[cH:3][cH:4][c:5](-[n:8]2[c:9]([CH3:33])[n:10][c:11]([CH2:30][CH2:31][CH3:32])[c:12]([CH2:15][c:16]3[cH:17][cH:18][c:19](-[c:22]4[c:23]([C:28]#[N:29])[cH:24][cH:25][cH:26][cH:27]4)[cH:20][cH:21]3)[c:13]2=[O:14])[cH:6][cH:7]1>>[O:1]([c:2]1[cH:3][cH:4][c:5](-[n:8]2[c:9]([CH3:33])[n:10][c:11]([CH2:30][CH2:31][CH3:32])[c:12]([CH2:15][c:16]3[cH:17][cH:18][c:19](-[c:22]4[c:23]([C:28]#[N:29])[cH:24][cH:25][cH:26][cH:27]4)[cH:20][cH:21]3)[c:13]2=[O:14])[cH:6][cH:7]1)[CH:35]1[CH2:36][CH2:37][CH2:38]1. Reactants: C(C)(=O)OC(C)=O (Acetic anhydride), [N+](=O)(O)[O-] (nitric acid), C1C(CC2=CC=CC=C12)CC(=O)O (indan-2-acetic acid), C(C)(=O)OC(C)=O (acetic anhydride). The solvent is C(C)(=O)O (acetic acid), C(C)(=O)O (acetic acid). Conditions: time 20 minute. The product is [N+](=O)([O-])C=1C=C2CC(CC2=CC1)CC(=O)O ((5-Nitro-indan-2-yl)-acetic Acid). Yield: 107.2%. RXN SMILES: C(OC(=O)C)(=O)C.[N+:8]([O-:11])(O)=[O:9].[CH2:12]1[C:20]2[C:15](=[CH:16][CH:17]=[CH:18][CH:19]=2)[CH2:14][CH:13]1[CH2:21][C:22]([OH:24])=[O:23]>C(O)(=O)C>[N+:8]([C:17]1[CH:16]=[C:15]2[C:20](=[CH:19][CH:18]=1)[CH2:12][CH:13]([CH2:21][C:22]([OH:24])=[O:23])[CH2:14]2)([O-:11])=[O:9]. Reported procedure: Acetic anhydride (3.5 mL) was added slowly to a stirred solution of nitric acid (2.1 g, S.G.1.42) in glacial acetic acid (4.2 mL) cooled in an ice-water bath. This nitrating solution was then added dropwise over 5 minutes to a rapidly stirred solution of indan-2-acetic acid (1.65 g) in a mixture of glacial acetic acid (4.2 mL) and acetic anhydride (3.5 mL), whilst keeping the reaction temperature below 5° C. After stirring for a further 20 minutes at room temperature the reaction mixture was pou... Reactants: ClC1=NC(=NC(=C1)Cl)N[C@@H](C)C1=CC=C(C=C1)F ((S)-4,6-dichloro-N-[1-(4-fluorophenyl)ethyl]pyrimidine-2-amine), N1C(CCC1)=O (2-pyrrolidone), 4,5-bis(diphenylphosphino)-9,9′-dimethylxanthene, P(=O)([O-])([O-])[O-].[K+].[K+].[K+] (tripotassium phosphate), tris(dibenzylideneacetone)(chloroform)dipalladium. The solvent is O1CCOCC1 (1,4-dioxane). Reaction conditions: temperature 100 celsius, time 3 hour. Product: ClC1=CC(=NC(=N1)N[C@@H](C)C1=CC=C(C=C1)F)N1C(CCC1)=O ((S)-1-{6-Chloro-2-[1-(4-fluorophenyl)ethylamino]pyrimidin-4-yl}pyrrolidin-2-one). Yield: 90.6%. As a reaction SMILES: Cl[C:2]1[CH:7]=[C:6]([Cl:8])[N:5]=[C:4]([NH:9][C@H:10]([C:12]2[CH:17]=[CH:16][C:15]([F:18])=[CH:14][CH:13]=2)[CH3:11])[N:3]=1.[NH:19]1[CH2:23][CH2:22][CH2:21][C:20]1=[O:24].P([O-])([O-])([O-])=O.[K+].[K+].[K+]>O1CCOCC1>[Cl:8][C:6]1[N:5]=[C:4]([NH:9][C@H:10]([C:12]2[CH:17]=[CH:16][C:15]([F:18])=[CH:14][CH:13]=2)[CH3:11])[N:3]=[C:2]([N:19]2[CH2:23][CH2:22][CH2:21][C:20]2=[O:24])[CH:7]=1 |f:2.3.4.5|. Procedure: 100 mg of (S)-4,6-dichloro-N-[1-(4-fluorophenyl)ethyl]pyrimidine-2-amine (Reference Example 1), 33 mg of 2-pyrrolidone, 20 mg of 4,5-bis(diphenylphosphino)-9,9′-dimethylxanthene, 149 mg of tripotassium phosphate and 19 mg of tris(dibenzylideneacetone)(chloroform)dipalladium were added in turn to 3 ml of degassed 1,4-dioxane, and the mixture was stirred at 100° C. for 3 hours under argon atmosphere. The reaction solution was filtrated to remove precipitates, and the solvent was distilled off unde... The reactants are CC(=O)O, O=N[O-], Cn1c(=O)cc(N)n(-c2ccccc2)c1=O, [Na+], [Na+], [OH-], O. Yields the product Cn1c(=O)c(N=O)c(N)n(-c2ccccc2)c1=O. RXN SMILES: [CH3:23][C:24](=[O:25])[OH:26].[N:19](=[O:20])[O-:21].[NH2:1][c:2]1[cH:3][c:4](=[O:16])[n:5]([CH3:15])[c:6](=[O:14])[n:7]1-[c:8]1[cH:9][cH:10][cH:11][cH:12][cH:13]1.[Na+:18].[Na+:22].[OH-:17].[OH2:27]>>[NH2:1][c:2]1[c:3]([N:19]=[O:20])[c:4](=[O:16])[n:5]([CH3:15])[c:6](=[O:14])[n:7]1-[c:8]1[cH:9][cH:10][cH:11][cH:12][cH:13]1.